describe an organic reaction: reactants, conditions, products, and yield From a dataset of the Open Reaction Database (ORD), a public repository of structured organic reaction records. RXN SMILES: [NH2:1][C:2]1[CH:10]=[CH:9][C:8]([Cl:11])=[CH:7][C:3]=1[C:4]([OH:6])=O.C(N=C=NC(C)C)(C)C.[Cl:21][C:22]1[CH:38]=[CH:37][C:25]([CH2:26][N:27]2[CH2:31][CH2:30][C@@H:29]([NH:32][C:33](=[O:36])[CH2:34][NH2:35])[CH2:28]2)=[CH:24][CH:23]=1>C(Cl)(Cl)Cl>[Cl:21][C:22]1[CH:38]=[CH:37][C:25]([CH2:26][N:27]2[CH2:31][CH2:30][C@@H:29]([NH:32][C:33](=[O:36])[CH2:34][NH:35][C:4](=[O:6])[C:3]3[CH:7]=[C:8]([Cl:11])[CH:9]=[CH:10][C:2]=3[NH2:1])[CH2:28]2)=[CH:24][CH:23]=1. Reactants: NC1=C(C(=O)O)C=C(C=C1)Cl (2-Amino-5-chlorobenzoic acid), C(C)(C)N=C=NC(C)C (diisopropylcarbodiimide), ClC1=CC=C(CN2C[C@@H](CC2)NC(CN)=O)C=C1 ((R)-1-(4-chlorobenzyl)-3-(glycylamino)pyrrolidine). The product is ClC1=CC=C(CN2C[C@@H](CC2)NC(CNC(C2=C(C=CC(=C2)Cl)N)=O)=O)C=C1 ((R)-1-(4-chlorobenzyl)-3-[[N-(2-amino-5-chlorobenzoyl)glycyl]amino]pyrrolidine). Reaction conditions: time 15 hour. Procedure: 2-Amino-5-chlorobenzoic acid (0.060 mL) and diisopropylcarbodiimide (0.060 mol) were added to a chloroform (2 mL) solution of (R)-1-(4-chlorobenzyl)-3-(glycylamino)pyrrolidine (0.050 mmol). The resulting reaction solution was stirred at room temperature for 15 hours. The mixture solution was loaded onto a Varian™ SCX column and washed with methanol (15 mL). The obtained crude product was eluted with a solution of 2 M NH3 in methanol (5 mL) and concentrated to thereby afford (R)-1-(4-chlorobenzyl... The solvent is C(Cl)(Cl)Cl (chloroform). Product: CN1C(C(=O)Nc2nccs2)=C(O)c2sc(Cl)cc2S1(=O)=O. Reaction SMILES: [CH3:33][CH2:34][O:35][CH2:36][CH3:37].[Cl:1][c:2]1[cH:3][c:4]2[c:5]([s:18]1)[C:6]([OH:17])=[C:7]([C:13]([O:15][CH3:14])=[O:16])[N:8]([CH3:12])[S:9]2(=[O:10])=[O:11].[Na+:39].[OH-:38].[c:25]1([CH3:26])[c:27]([CH3:28])[cH:29][cH:30][cH:31][cH:32]1.[s:19]1[c:20]([NH2:24])[n:21][cH:22][cH:23]1>>[Cl:1][c:2]1[cH:3][c:4]2[c:5]([s:18]1)[C:6]([OH:17])=[C:7]([C:13](=[O:15])[NH:24][c:20]1[s:19][cH:23][cH:22][n:21]1)[N:8]([CH3:12])[S:9]2(=[O:10])=[O:11]. Reactants: CCOCC, COC(=O)C1=C(O)c2sc(Cl)cc2S(=O)(=O)N1C, [Na+], [OH-], Cc1ccccc1C, Nc1nccs1. Starting materials: C(=CC)C1=C(C=CC=C1)O (propenylphenol), ClCC1=CC(=CC=C1)CCl (α,α'-dichloro-meta-xylene). Product: C(=CC)C1=C(OCC2=CC(=CC=C2)COC2=C(C=CC=C2)C=CC)C=CC=C1 (α,α'-bis-(2-propenylphenoxy)-meta-xylene), viscous liquid. Yield: 80.0%. As a reaction SMILES: [CH:1]([C:4]1[CH:9]=[CH:8][CH:7]=[CH:6][C:5]=1[OH:10])=[CH:2][CH3:3].Cl[CH2:12][C:13]1[CH:18]=[CH:17][CH:16]=[C:15]([CH2:19]Cl)[CH:14]=1>>[CH:1]([C:4]1[CH:9]=[CH:8][CH:7]=[CH:6][C:5]=1[O:10][CH2:12][C:13]1[CH:18]=[CH:17][CH:16]=[C:15]([CH2:19][O:10][C:5]2[CH:6]=[CH:7][CH:8]=[CH:9][C:4]=2[CH:1]=[CH:2][CH3:3])[CH:14]=1)=[CH:2][CH3:3]. Procedure details: α,α'-bis-(2-propenylphenoxy)-meta-xylene is prepared in a process similar to Example I, except that 383 grams (2.86 mole) of propenylphenol is employed along with 250 grams (1.43 moles) of α,α'-dichloro-meta-xylene to give a reaction product extracted with methylene chloride, washed with potassium hydroxide and dried over magnesium sulfate, then vaccum distilled at 80° C. to yield 407 grams of a viscous liquid (80% yield). Reactants: BrC=1C=C(C=CC1C#N)N[C@H]1[C@H](CCCC1)NC(OC(C)(C)C)=O (tert-butyl (1S,2R)-2-(3-bromo-4-cyanophenylamino)cyclohexylcarbamate), NC1=CC(=NO1)C1=CC=CC=C1 (5-amino-3-phenylisoxazole), O.O.O.[O-]C1=CC=CC=C1.[Na+] (sodium phenoxide trihydrate), CC1(C2=C(C(=CC=C2)P(C3=CC=CC=C3)C4=CC=CC=C4)OC5=C(C=CC=C51)P(C6=CC=CC=C6)C7=CC=CC=C7)C (xantphos). Reagents/catalysts: C=1C=CC(=CC1)/C=C/C(=O)/C=C/C2=CC=CC=C2.C=1C=CC(=CC1)/C=C/C(=O)/C=C/C2=CC=CC=C2.C=1C=CC(=CC1)/C=C/C(=O)/C=C/C2=CC=CC=C2.[Pd].[Pd] (Pd2(dba)3). Solvent: O1CCOCC1 (dioxane). The product is C(#N)C1=C(C=C(C=C1)N[C@H]1[C@H](CCCC1)NC(OC(C)(C)C)=O)NC1=CC(=NO1)C1=CC=CC=C1 (tert-butyl (1S,2R)-2-(4-cyano-3-(3-phenylisoxazol-5-ylamino)phenylamino)cyclohexylcarbamate). The yield is 21.1%. Reaction SMILES: Br[C:2]1[CH:3]=[C:4]([NH:10][C@@H:11]2[CH2:16][CH2:15][CH2:14][CH2:13][C@@H:12]2[NH:17][C:18](=[O:24])[O:19][C:20]([CH3:23])([CH3:22])[CH3:21])[CH:5]=[CH:6][C:7]=1[C:8]#[N:9].[NH2:25][C:26]1[O:30][N:29]=[C:28]([C:31]2[CH:36]=[CH:35][CH:34]=[CH:33][CH:32]=2)[CH:27]=1.O.O.O.[O-]C1C=CC=CC=1.[Na+].CC1(C)C2C(=C(P(C3C=CC=CC=3)C3C=CC=CC=3)C=CC=2)OC2C(P(C3C=CC=CC=3)C3C=CC=CC=3)=CC=CC1=2>O1CCOCC1.C1C=CC(/C=C/C(/C=C/C2C=CC=CC=2)=O)=CC=1.C1C=CC(/C=C/C(/C=C/C2C=CC=CC=2)=O)=CC=1.C1C=CC(/C=C/C(/C=C/C2C=CC=CC=2)=O)=CC=1.[Pd].[Pd]>[C:8]([C:7]1[CH:6]=[CH:5][C:4]([NH:10][C@@H:11]2[CH2:16][CH2:15][CH2:14][CH2:13][C@@H:12]2[NH:17][C:18](=[O:24])[O:19][C:20]([CH3:23])([CH3:22])[CH3:21])=[CH:3][C:2]=1[NH:25][C:26]1[O:30][N:29]=[C:28]([C:31]2[CH:36]=[CH:35][CH:34]=[CH:33][CH:32]=2)[CH:27]=1)#[N:9] |f:2.3.4.5.6,9.10.11.12.13|. Reported procedure: A mixture of tert-butyl (1S,2R)-2-(3-bromo-4-cyanophenylamino)cyclohexylcarbamate (150 mg, 0.380 mmol), 5-amino-3-phenylisoxazole (130 mg, 0.812 mmol), sodium phenoxide trihydrate (100 mg, 0.588 mmol), xantphos (30 mg, 0.051 mmol) and Pd2(dba)3 (30 mg, 0.032 mmol) in dioxane (2 mL) was degassed with Ar, then was heated at 170 C for 30 min by microwave. It was concentrated in vacuo. The residue was purified by HPLC to give tert-butyl (1S,2R)-2-(4-cyano-3-(3-phenylisoxazol-5-ylamino)phenylamino)cy... The reactants are CCOC(=O)CC(=O)OCC, Nc1ccc(S)cc1. The product is CCOC(=O)CC(=O)Nc1ccc(S)cc1. As a reaction SMILES: [C:9]([CH2:10][C:11](=[O:12])[O:13][CH2:14][CH3:15])(=[O:16])[O:17][CH2:18][CH3:19].[NH2:1][c:2]1[cH:3][cH:4][c:5]([SH:8])[cH:6][cH:7]1>>[NH:1]([c:2]1[cH:3][cH:4][c:5]([SH:8])[cH:6][cH:7]1)[C:9]([CH2:10][C:11](=[O:12])[O:13][CH2:14][CH3:15])=[O:16]. Starting materials: CC1(C)CC(=O)Nc2c(COC3CCCCO3)cccc21, CN(C)C=O, C[Si](C)(C)CCOCCl, [H-], [Na+], O. Product: CC1(C)CC(=O)N(COCC[Si](C)(C)C)c2c(COC3CCCCO3)cccc21. As a reaction SMILES: [CH3:1][C:2]1([CH3:21])[CH2:3][C:4](=[O:20])[NH:5][c:6]2[c:7]([CH2:12][O:13][CH:14]3[O:15][CH2:16][CH2:17][CH2:18][CH2:19]3)[cH:8][cH:9][cH:10][c:11]21.[CH3:34][N:35]([CH3:36])[CH:37]=[O:38].[Cl:24][CH2:25][O:26][CH2:27][CH2:28][Si:29]([CH3:30])([CH3:31])[CH3:32].[H-:22].[Na+:23].[OH2:33]>>[CH3:1][C:2]1([CH3:21])[CH2:3][C:4](=[O:20])[N:5]([CH2:25][O:26][CH2:27][CH2:28][Si:29]([CH3:30])([CH3:31])[CH3:32])[c:6]2[c:7]([CH2:12][O:13][CH:14]3[O:15][CH2:16][CH2:17][CH2:18][CH2:19]3)[cH:8][cH:9][cH:10][c:11]21. Reactants: C(C)OC(CC(C1=C(C=CC=C1)OCC1OCCC1)=O)=O (3-oxo-3-[2-(tetrahydro-furan-2-ylmethoxy)-phenyl]-propionic acid ethyl ester), NC(=S)N (thiourea), C(=O)([O-])[O-].[K+].[K+] (K2CO3), Cl (HCl). The solvent is COCCO (2-methoxyethanol), O (water). The product is O1C(CCC1)COC1=C(C=CC=C1)C1=CC(NC(N1)=S)=O (6-[2-(tetrahydro-furan-2-ylmethoxy)-phenyl]-2-thioxo-2,3-dihydro-1H-pyrimidin-4-one). Yield: 64.0%. RXN SMILES: C([O:3][C:4](=O)[CH2:5][C:6](=O)[C:7]1[CH:12]=[CH:11][CH:10]=[CH:9][C:8]=1[O:13][CH2:14][CH:15]1[CH2:19][CH2:18][CH2:17][O:16]1)C.[NH2:22][C:23]([NH2:25])=[S:24].C([O-])([O-])=O.[K+].[K+].Cl>COCCO.O>[O:16]1[CH2:17][CH2:18][CH2:19][CH:15]1[CH2:14][O:13][C:8]1[CH:9]=[CH:10][CH:11]=[CH:12][C:7]=1[C:6]1[NH:25][C:23](=[S:24])[NH:22][C:4](=[O:3])[CH:5]=1 |f:2.3.4|. Procedure details: To a solution of 3-oxo-3-[2-(tetrahydro-furan-2-ylmethoxy)-phenyl]-propionic acid ethyl ester (0.9 g, 3.08 mmol) in 2-methoxyethanol (5 mL) was added thiourea (0.31 g, 4.08 mmol) and K2CO3 (0.56 g, 4 mmol). The reaction mixture refluxed 5-6 h. After cooling, a mixture poured into water (10 mL), adjusted to pH 3 with 10% HCl and extracted with ethyl acetate (2×10 mL). Organic layers were combined, washed with water (10 mL), then dried over anhydrous sodium sulfate, concentrated and triturated wit... The reactants are O1CCN(CC1)C=1C=2N(C=CN1)C=C(N2)C(=O)OCC (Ethyl 8-morpholinoimidazo[1,2-a]pyrazine-2-carboxylate), [H-].[H-].[H-].[H-].[Li+].[Al+3] (LiAlH4). The solvent is C1CCOC1 (THF). Reaction conditions: time 2 hour. Product: O1CCN(CC1)C=1C=2N(C=CN1)C=C(N2)CO ((8-Morpholinoimidazo[1,2-a]pyrazin-2-yl)methanol). Isolated yield 53.4%. Reaction SMILES: [O:1]1[CH2:6][CH2:5][N:4]([C:7]2[C:8]3[N:9]([CH:13]=[C:14]([C:16](OCC)=[O:17])[N:15]=3)[CH:10]=[CH:11][N:12]=2)[CH2:3][CH2:2]1.[H-].[H-].[H-].[H-].[Li+].[Al+3]>C1COCC1>[O:1]1[CH2:2][CH2:3][N:4]([C:7]2[C:8]3[N:9]([CH:13]=[C:14]([CH2:16][OH:17])[N:15]=3)[CH:10]=[CH:11][N:12]=2)[CH2:5][CH2:6]1 |f:1.2.3.4.5.6|. Procedure: To a solution of compound 1c (8.40 g, 30.4 mmol) in THF (100 mL) was added LiAlH4 (2.55 g, 60.8 mmol) in portions at 0° C. The reaction mixture was stirred at rt for 2 h. The reaction was slowly quenched with H2O (10 mL). The resulting mixture was extracted with DCM (2×100 mL), and the combined organic layers were washed with brine, dried over Na2SO4, filtered and concentrated under reduced pressure to obtain compound 1d as a yellow solid (3.80 g, 53% yield). Mass Spectrum (LCMS, ESI pos.): Calc...